From a dataset of the Open Reaction Database (ORD), a public repository of structured organic reaction records. describe an organic reaction: reactants, conditions, products, and yield Starting materials: O=C([O-])O, CC(C)(C#N)c1cccc(C(=O)Cl)c1, Nc1ccc(Cl)c(O)c1, [Na+], C1CCOC1. Product: CC(C)(C#N)c1cccc(C(=O)Nc2ccc(Cl)c(O)c2)c1. Reaction SMILES: [C:10](=[O:11])([O-:12])[OH:13].[C:15](#[N:16])[C:17]([CH3:18])([CH3:19])[c:20]1[cH:21][c:22]([C:23](=[O:24])[Cl:25])[cH:26][cH:27][cH:28]1.[NH2:1][c:2]1[cH:3][cH:4][c:5]([Cl:9])[c:6]([OH:8])[cH:7]1.[Na+:14].[O:29]1[CH2:30][CH2:31][CH2:32][CH2:33]1>>[NH:1]([c:2]1[cH:3][cH:4][c:5]([Cl:9])[c:6]([OH:8])[cH:7]1)[C:23]([c:22]1[cH:21][c:20]([C:17]([C:15]#[N:16])([CH3:18])[CH3:19])[cH:28][cH:27][cH:26]1)=[O:24]. Reactants: CCOC(C)=O, COc1ccc2c([N+](=O)[O-])cccc2n1, [H][H]. Yields the product COc1ccc2c(N)cccc2n1. Reaction SMILES: [CH3:18][CH2:19][O:20][C:21](=[O:22])[CH3:23].[CH3:1][O:2][c:3]1[n:4][c:5]2[cH:6][cH:7][cH:8][c:9]([N+:13]([O-:14])=[O:15])[c:10]2[cH:11][cH:12]1.[H:16][H:17]>>[CH3:1][O:2][c:3]1[n:4][c:5]2[cH:6][cH:7][cH:8][c:9]([NH2:13])[c:10]2[cH:11][cH:12]1.